From a dataset of the Open Reaction Database (ORD), a public repository of structured organic reaction records. describe an organic reaction: reactants, conditions, products, and yield The reactants are C(C)(=O)C1CC=2NC3=C(C=CC(=C3C2CC1)C1=C(C=CC=C1F)F)C(=O)N (2-acetyl-5-(2,6-difluorophenyl)-2,3,4,9-tetrahydro-1H-carbazole-8-carboxamide), [BH4-].[Na+] (sodium borohydride). The solvent is CO (methanol), C(Cl)Cl (DCM). Reaction conditions: time 1 hour. The product is FC1=C(C(=CC=C1)F)C1=C2C=3CCC(CC3NC2=C(C=C1)C(=O)N)C(C)O (5-(2,6-difluorophenyl)-2-(1-hydroxyethyl)-2,3,4,9-tetrahydro-1H-carbazole-8-carboxamide). Reaction SMILES: [C:1]([CH:4]1[CH2:16][CH2:15][C:14]2[C:13]3[C:8](=[C:9]([C:25]([NH2:27])=[O:26])[CH:10]=[CH:11][C:12]=3[C:17]3[C:22]([F:23])=[CH:21][CH:20]=[CH:19][C:18]=3[F:24])[NH:7][C:6]=2[CH2:5]1)(=[O:3])[CH3:2].[BH4-].[Na+]>CO.C(Cl)Cl>[F:24][C:18]1[CH:19]=[CH:20][CH:21]=[C:22]([F:23])[C:17]=1[C:12]1[CH:11]=[CH:10][C:9]([C:25]([NH2:27])=[O:26])=[C:8]2[C:13]=1[C:14]1[CH2:15][CH2:16][CH:4]([CH:1]([OH:3])[CH3:2])[CH2:5][C:6]=1[NH:7]2 |f:1.2|. Procedure: A suspension of 2-acetyl-5-(2,6-difluorophenyl)-2,3,4,9-tetrahydro-1H-carbazole-8-carboxamide (Example 27-1, 30 mg, 0.081 mmol) and sodium borohydride (6.2 mg, 0.163 mmol) in methanol (1 mL) was stirred at rt for 1 h. The mixture was diluted with DCM, washed with NaHCO3 (aq) and water, and dried and concentrated. The residue was purified by preparative HPLC to provide two diastereomers of 5-(2,6-difluorophenyl)-2-(1-hydroxyethyl)-2,3,4,9-tetrahydro-1H-carbazole-8-carboxamide. Each one was partit... The reactants are C(N)(OCCC1=CC=C(C=C1)OC1=NC(=CC=C1)C)=N (2-{4-[(6-methyl-2-pyridinyl)oxy]phenyl}ethyl imidocarbamate), C(=O)C(C(=O)OC)CC=1C=NC(=NC1)OC (methyl 2-formyl-3-[2-(methyloxy)-5-pyrimidinyl]propanoate), C(=O)([O-])[O-].[K+].[K+] (K2CO3). The solvent is CN1CCCC1=O (NMP). Run at temperature 130 celsius. Yields the product COC1=NC=C(C=N1)CC=1C(N=C(NC1)OCCC1=CC=C(C=C1)OC1=NC(=CC=C1)C)=O (5-{[2-(methyloxy)-5-pyrimidinyl]methyl}-2-[(2-{4-[(6-methyl-2-pyridinyl)oxy]phenyl}ethyl)oxy]-4(1H)-pyrimidinone). Isolated yield 4.6%. Reaction SMILES: [C:1](=[NH:20])([O:3][CH2:4][CH2:5][C:6]1[CH:11]=[CH:10][C:9]([O:12][C:13]2[CH:18]=[CH:17][CH:16]=[C:15]([CH3:19])[N:14]=2)=[CH:8][CH:7]=1)[NH2:2].[CH:21]([CH:23]([CH2:28][C:29]1[CH:30]=[N:31][C:32]([O:35][CH3:36])=[N:33][CH:34]=1)[C:24](OC)=O)=[O:22].C([O-])([O-])=O.[K+].[K+]>CN1C(=O)CCC1>[CH3:36][O:35][C:32]1[N:31]=[CH:30][C:29]([CH2:28][C:23]2[C:21](=[O:22])[N:20]=[C:1]([O:3][CH2:4][CH2:5][C:6]3[CH:7]=[CH:8][C:9]([O:12][C:13]4[CH:18]=[CH:17][CH:16]=[C:15]([CH3:19])[N:14]=4)=[CH:10][CH:11]=3)[NH:2][CH:24]=2)=[CH:34][N:33]=1 |f:2.3.4|. Procedure details: To the solution of 2-{4-[(6-methyl-2-pyridinyl)oxy]phenyl}ethyl imidocarbamate (200 mg, 0.737 mmol) and methyl 2-formyl-3-[2-(methyloxy)-5-pyrimidinyl]propanoate (182 mg, 0.811 mmol) in NMP (3 mL) was added K2CO3 (408 mg, 2.95 mmol). The mixture was heated with a microwave reactor at 130° C. for 1 h. Purification via MDAP then afforded the title compound (15 mg, 4.57% yield). LCMS: rt=2.54 min, [M+H+]=447 Reactants: C(C1=CC=CC=C1)N1CCC(CC1)CN(C(OC(C)(C)C)=O)C1=NC=2N(C(=C1)N(COCC[Si](C)(C)C)COCC[Si](C)(C)C)N=CC2C=2C=NC1=CC=C(C=C1C2)F (tert-butyl (1-benzylpiperidin-4-yl)methyl(7-(bis((2-(trimethylsilyl)ethoxy)methyl)amino)-3-(6-fluoroquinolin-3-yl)pyrazolo[1,5-a]pyrimidin-5-yl)carbamate), C(=O)[O-].[NH4+] (ammonium formate), C(C)O (ethanol). Reagents/catalysts: [OH-].[OH-].[Pd+2] (Pd(OH)2/C). The product is C[Si](CCOCN(C1=CC(=NC=2N1N=CC2C=2C=NC1=CC=C(C=C1C2)F)N(C(OCCCC)=O)CC2CCNCC2)COCC[Si](C)(C)C)(C)C (butyl 7-(bis((2-(trimethylsilyl)ethoxy)methyl)amino)-3-(6-fluoroquinolin-3-yl)pyrazolo[1,5-a]pyrimidin-5-yl(piperidin-4-ylmethyl)carbamate). Reaction SMILES: C([N:8]1[CH2:13][CH2:12][CH:11]([CH2:14][N:15]([C:23]2[CH:28]=[C:27]([N:29]([CH2:38][O:39][CH2:40][CH2:41][Si:42]([CH3:45])([CH3:44])[CH3:43])[CH2:30][O:31][CH2:32][CH2:33][Si:34]([CH3:37])([CH3:36])[CH3:35])[N:26]3[N:46]=[CH:47][C:48]([C:49]4[CH:50]=[N:51][C:52]5[C:57]([CH:58]=4)=[CH:56][C:55]([F:59])=[CH:54][CH:53]=5)=[C:25]3[N:24]=2)[C:16](=[O:22])[O:17][C:18]([CH3:21])(C)C)[CH2:10][CH2:9]1)C1C=CC=CC=1.C([O-])=O.[NH4+].[CH2:64](O)[CH3:65]>[OH-].[OH-].[Pd+2]>[CH3:35][Si:34]([CH3:36])([CH3:37])[CH2:33][CH2:32][O:31][CH2:30][N:29]([CH2:38][O:39][CH2:40][CH2:41][Si:42]([CH3:45])([CH3:44])[CH3:43])[C:27]1[N:26]2[N:46]=[CH:47][C:48]([C:49]3[CH:50]=[N:51][C:52]4[C:57]([CH:58]=3)=[CH:56][C:55]([F:59])=[CH:54][CH:53]=4)=[C:25]2[N:24]=[C:23]([N:15]([CH2:14][CH:11]2[CH2:12][CH2:13][NH:8][CH2:9][CH2:10]2)[C:16](=[O:22])[O:17][CH2:18][CH2:21][CH2:64][CH3:65])[CH:28]=1 |f:1.2,4.5.6|. Procedure details: This material, tert-butyl (1-benzylpiperidin-4-yl)methyl(7-(bis((2-(trimethylsilyl)ethoxy)methyl)amino)-3-(6-fluoroquinolin-3-yl)pyrazolo[1,5-a]pyrimidin-5-yl)carbamate, was then stirred with Pd(OH)2/C (0.2 equiv) and ammonium formate (20 equiv) in ethanol at 80° C. until the reaction was deemed complete by HPLC, LC-MS, or TLC analysis. The mixture was allowed to cool to room temperature, filtered through a pad of celite, concentrated and purified on silica gel to afford compound tea-butyl 7-(bi... Starting materials: C(=O)(O)[O-].[Na+] (NaHCO3), NC1=C(C=C(C[C@@H]2CS(C[C@@H]3N(C(O[C@@H]23)=O)CC2=CC(=CC=C2)C(C)(C)C)(=O)=O)C=C1F)CC ((3aR,7S,7aS)-7-(4-amino-3-ethyl-5-fluoro-benzyl)-3-(3-tert-butyl-benzyl)-5,5-dioxo-hexahydro-1-oxa-5lambda*6*-thia-3-aza-inden-2-one), CCN(C(C)C)C(C)C (DIPEA), ClCC(=O)Cl (2-chloroacetylchloride). Solvent: C(Cl)Cl (CH2Cl2), C(Cl)Cl (CH2Cl2). Conditions: temperature 2.5 celsius, time 1 hour. The product is C(C)(C)(C)C=1C=C(CN2C(O[C@H]3[C@@H](CS(C[C@H]23)(=O)=O)CC2=CC(=C(C(=C2)F)NC(CCl)=O)CC)=O)C=CC1 (N-{4-[(3aR,7S,7aS)-3-(3-tert-Butyl-benzyl)-2,5,5-trioxo-octahydro-1-oxa-5lambda*6*-thia-3-aza-inden-7-ylmethyl]-2-ethyl-6-fluoro-phenyl}-2-chloro-acetamide). Reaction SMILES: [NH2:1][C:2]1[C:31]([F:32])=[CH:30][C:5]([CH2:6][C@H:7]2[C@H:15]3[C@@H:11]([N:12]([CH2:17][C:18]4[CH:23]=[CH:22][CH:21]=[C:20]([C:24]([CH3:27])([CH3:26])[CH3:25])[CH:19]=4)[C:13](=[O:16])[O:14]3)[CH2:10][S:9](=[O:29])(=[O:28])[CH2:8]2)=[CH:4][C:3]=1[CH2:33][CH3:34].CCN(C(C)C)C(C)C.[Cl:44][CH2:45][C:46](Cl)=[O:47].C([O-])(O)=O.[Na+]>C(Cl)Cl>[C:24]([C:20]1[CH:19]=[C:18]([CH:23]=[CH:22][CH:21]=1)[CH2:17][N:12]1[C@@H:11]2[C@H:15]([C@H:7]([CH2:6][C:5]3[CH:30]=[C:31]([F:32])[C:2]([NH:1][C:46](=[O:47])[CH2:45][Cl:44])=[C:3]([CH2:33][CH3:34])[CH:4]=3)[CH2:8][S:9](=[O:28])(=[O:29])[CH2:10]2)[O:14][C:13]1=[O:16])([CH3:26])([CH3:27])[CH3:25] |f:3.4|. Procedure: To a solution of (3aR,7S,7aS)-7-(4-amino-3-ethyl-5-fluoro-benzyl)-3-(3-tert-butyl-benzyl)-5,5-dioxo-hexahydro-1-oxa-5lambda*6*-thia-3-aza-inden-2-one (0.245 g, 0.5 mmol) and DIPEA (0.52 mL, 3 mmol) in CH2Cl2 was slowly added a solution of 2-chloroacetylchloride (0.226 g, 2.0 mmol) dissolved in CH2Cl2 (2 mL) at 0-5° C. After stirring for 1 h at 0-5° C. the reaction mixture was poured onto cold saturated NaHCO3 solution and extracted with CH2Cl2. Combined organic extracts were washed with brine, d... Reactants: [Br-], O=Cc1ccc(Br)cc1, C1CCOC1, CCCCC[Mg+]. The product is CCCCCC(O)c1ccc(Br)cc1. As a reaction SMILES: [Br-:1].[Br:8][c:9]1[cH:10][cH:11][c:12]([CH:13]=[O:14])[cH:15][cH:16]1.[CH2:17]1[O:18][CH2:19][CH2:20][CH2:21]1.[CH2:2]([CH2:3][CH2:4][CH2:5][CH3:6])[Mg+:7]>>[CH2:2]([CH2:3][CH2:4][CH2:5][CH3:6])[CH:13]([c:12]1[cH:11][cH:10][c:9]([Br:8])[cH:16][cH:15]1)[OH:14].